Dataset: the Open Reaction Database (ORD), a public repository of structured organic reaction records. Task: describe an organic reaction: reactants, conditions, products, and yield Starting materials: CC=1C=C(CCl)C=C(C1)C (3,5-dimethylbenzyl chloride), C(C(C)C)=O (isobutyraldehyde), [OH-].[Na+] (sodium hydroxide). Reagents/catalysts: [Br-].C(CCCCCCCCCCCCC)[N+](C)(C)C (tetradecyltrimethylammonium bromide), [I-].[K+] (potassium iodide). Solvent: C1(=CC=CC=C1)C (toluene), O1CCCC1 (tetrahydrofuran), C1(=CC=CC=C1)C (toluene), O1CCCC1 (tetrahydrofuran). Run at temperature 75 celsius. The product is CC(C=O)(CC1=CC(=CC(=C1)C)C)C (2,2-dimethyl-3-(3,5-dimethylphenyl)-propionaldehyde). The yield is 55.6%. Reaction SMILES: [OH-].[Na+].[CH3:3][C:4]1[CH:5]=[C:6]([CH:9]=[C:10]([CH3:12])[CH:11]=1)[CH2:7]Cl.[CH:13](=[O:17])[CH:14]([CH3:16])[CH3:15]>[Br-].C([N+](C)(C)C)CCCCCCCCCCCCC.[I-].[K+].C1(C)C=CC=CC=1.O1CCCC1>[CH3:15][C:14]([CH3:16])([CH2:7][C:6]1[CH:5]=[C:4]([CH3:3])[CH:11]=[C:10]([CH3:12])[CH:9]=1)[CH:13]=[O:17] |f:0.1,4.5,6.7|. Reported procedure: A pre-mix of 125 g of 30% by weight sodium hydroxide solution, 5 g of potassium iodide, 10 g of tetradecyltrimethylammonium bromide, 200 ml of tetrahydrofuran and 200 ml of toluene was heated to 75° C. A mixture of 155 g of 3,5-dimethylbenzyl chloride, 110 g of isobutyraldehyde, 50 ml of tetrahydrofuran and 50 ml of toluene was added dropwise to this pre-mix while stirring vigorously. The entire mixture was then boiled under reflux for 6 hours. The phases were then separated and the organic phas... Yields the product [Br-].FC=1C=C(C[Zn+])C=C(C1)C(F)(F)F ((3-Fluoro-5-(trifluoromethyl)benzyl)zinc(II) bromide). As a reaction SMILES: [Zn:1].[Br:2]CCBr.Cl[Si](C)(C)C.Br[CH2:12][C:13]1[CH:18]=[C:17]([C:19]([F:22])([F:21])[F:20])[CH:16]=[C:15]([F:23])[CH:14]=1>C1COCC1>[Br-:2].[F:23][C:15]1[CH:14]=[C:13]([CH:18]=[C:17]([C:19]([F:22])([F:21])[F:20])[CH:16]=1)[CH2:12][Zn+:1] |f:5.6|. Solvent: C1CCOC1 (THF), C1CCOC1 (THF). Starting materials: BrCC1=CC(=CC(=C1)C(F)(F)F)F (1-(bromomethyl)-3-fluoro-5-(trifluoromethyl)benzene), [Zn] (zinc), BrCCBr (1,2-dibromoethane), Cl[Si](C)(C)C (chlorotrimethylsilane). Procedure details: In a dried flask was zinc powder (1.526 g, 23.34 mmol) suspended in anhydrous THF (12.5 mL) under nitrogen. The resulting suspension was warmed to 60° C., then 1,2-dibromoethane (0.084 mL, 0.97 mmol) was added and stirred at that temperature for 15 min. It was cooled to room temperature, then chlorotrimethylsilane (0.099 mL, 0.78 mmol) was added and stirred at room temperature for 20 min. Then, 1-(bromomethyl)-3-fluoro-5-(trifluoromethyl)benzene (5 g, 19.45 mmol) dissolved in anhydrous THF (12.5... Conditions: temperature 60 celsius, time 15 minute. Starting materials: [OH-].[Na+] (sodium hydroxide), C(=O)C1=CC=C(C(=O)OC)C=C1 (methyl p formylbenzoate), C1(CCCCC1)=O (cyclohexanone), aqueous solution. Solvent: CO (methanol). Reaction conditions: time 4.5 hour. Product: COC(=O)C1=CC=C(C=C2C(C(CCC2)=CC2=CC=C(C=C2)C(=O)OC)=O)C=C1 (2,6-bis(4'-methoxycarbonylbenzylidene)cyclohexanone). The yield is 289.9%. As a reaction SMILES: [CH:1]([C:3]1[CH:12]=[CH:11][C:6]([C:7]([O:9][CH3:10])=[O:8])=[CH:5][CH:4]=1)=O.[C:13]1(=[O:19])[CH2:18][CH2:17][CH2:16][CH2:15][CH2:14]1.[OH-:20].[Na+]>CO>[CH3:10][O:9][C:7]([C:6]1[CH:11]=[CH:12][C:3]([CH:1]=[C:14]2[CH2:15][CH2:16][CH2:17][C:18](=[CH:1][C:3]3[CH:12]=[CH:11][C:6]([C:7]([O:9][CH3:10])=[O:20])=[CH:5][CH:4]=3)[C:13]2=[O:19])=[CH:4][CH:5]=1)=[O:8] |f:2.3|. Procedure: To a solution of methyl p formylbenzoate (186.0 g, 1.13 mol) and cyclohexanone (50.4 g, 0.514 mol) in 1 L of methanol, prepared and maintained under an inert atmosphere in a 2 L, 3-necked, round bottom flask equipped with a mechanical stirrer, is added 20 mL of an aqueous solution containing sodium hydroxide (4.0 g, 0.1 mol). The mixture is stirred at ambient temperature for 4.5 hours and the reaction mixture is then filtered and the product dried to give 113.2 g of 2,6-bis(4'-methoxycarbonylben... Starting materials: C1CCOC1, ClCCCl, CCN(C(C)C)C(C)C, ClCCl, O=C(O)CC1(O)CC2CCC1C=C2c1cccs1, On1nnc2ccccc21, CNCCCc1nc2ccccc2[nH]1. Product: CN(CCCc1nc2ccccc2[nH]1)C(=O)CC1(O)CC2CCC1C=C2c1cccs1. As a reaction SMILES: [CH2:52]1[O:53][CH2:54][CH2:55][CH2:56]1.[CH2:60]([Cl:61])[CH2:62][Cl:63].[CH:19]([N:20]([CH2:21][CH3:22])[CH:23]([CH3:24])[CH3:25])([CH3:26])[CH3:27].[Cl:57][CH2:58][Cl:59].[OH:1][C:2]1([CH2:15][C:16](=[O:17])[OH:18])[CH:3]2[CH:4]=[C:5]([c:10]3[s:11][cH:12][cH:13][cH:14]3)[CH:6]([CH2:7]1)[CH2:8][CH2:9]2.[OH:28][n:29]1[c:30]2[c:31]([cH:32][cH:33][cH:34][cH:35]2)[n:36][n:37]1.[nH:38]1[c:39]([CH2:47][CH2:48][CH2:49][NH:50][CH3:51])[n:40][c:41]2[c:42]1[cH:43][cH:44][cH:45][cH:46]2>>[OH:1][C:2]1([CH2:15][C:16](=[O:17])[N:50]([CH2:49][CH2:48][CH2:47][c:39]2[nH:38][c:42]3[c:41]([n:40]2)[cH:46][cH:45][cH:44][cH:43]3)[CH3:51])[CH:3]2[CH:4]=[C:5]([c:10]3[s:11][cH:12][cH:13][cH:14]3)[CH:6]([CH2:7]1)[CH2:8][CH2:9]2. Starting materials: CC(=O)C (acetone), CC1=CC2=C(NC(CO2)=O)C=C1C(CC)=O (3,4-Dihydro-7-methyl-6-(1-oxopropyl)-3-oxo-1,4(2H)-benzoxazine), Cl.CNC (dimethylamine hydrochloride), C=O (formaldehyde), C(C)(=O)OC(C)=O (acetic anhydride). Conditions: time 15 minute. Product: O=C(C(CC(=O)O)C)C=1C(=CC2=C(NC(CO2)=O)C1)C (4-Oxo-4-(3,4-dihydro-7-methyl-3-oxo-1,4(2H)-benzoxazin-6-yl)-3-methylbutyric acid). Isolated yield 81.0%. As a reaction SMILES: [CH3:1][C:2]1[C:12]([C:13](=[O:16])[CH2:14][CH3:15])=[CH:11][C:5]2[NH:6][C:7](=[O:10])[CH2:8][O:9][C:4]=2[CH:3]=1.Cl.CNC.C=O.[CH3:23]C(C)=O.[C:27]([O:30]C(=O)C)(=[O:29])C>>[O:16]=[C:13]([C:12]1[C:2]([CH3:1])=[CH:3][C:4]2[O:9][CH2:8][C:7](=[O:10])[NH:6][C:5]=2[CH:11]=1)[CH:14]([CH3:23])[CH2:15][C:27]([OH:30])=[O:29] |f:1.2|. Reported procedure: 3,4-Dihydro-7-methyl-6-(1-oxopropyl)-3-oxo-1,4(2H)-benzoxazine (23.7 g) was added to a mixture of 13 g of dimethylamine hydrochloride and 15 ml of 37% aqueous formaldehyde solution in 68 ml of acetic anhydride. After heating on a steam bath for three hours, 50 ml of acetone was added and heating was continued for 15 minutes. The solvents were removed by evaporation at reduced pressure and the residue was dissolved in 1N HCl and washed with ethyl acetate. The aqueous layer was basified with sodiu... Reactants: N1CCCCC1 (piperidine), NC1=C(C=CC=C1N)O (2,3-diaminophenol), BrC=1C(=C(C=C(C=O)C1)OC)OC (5-bromoveratraldehyde), C(CC#N)#N (malononitrile). The solvent is C(C)O (ethanol), O (water). Run at time 2 hour. The product is C(#N)C1=C(OC2=C(C(=CC=C2C1C1=CC(=C(C(=C1)OC)OC)Br)N)N)N (3-Cyano-2,7,8-triamino-4-(3-bromo-4,5-dimethoxyphenyl)-4H-chromene). Isolated yield 81.9%. As a reaction SMILES: [Br:1][C:2]1[C:3]([O:12][CH3:13])=[C:4]([O:10][CH3:11])[CH:5]=[C:6]([CH:9]=1)[CH:7]=O.[C:14](#[N:18])[CH2:15][C:16]#[N:17].N1CCCCC1.[NH2:25][C:26]1[C:31]([NH2:32])=[CH:30][CH:29]=[CH:28][C:27]=1[OH:33]>C(O)C.O>[C:16]([C:15]1[CH:7]([C:6]2[CH:5]=[C:4]([O:10][CH3:11])[C:3]([O:12][CH3:13])=[C:2]([Br:1])[CH:9]=2)[C:28]2[C:27](=[C:26]([NH2:25])[C:31]([NH2:32])=[CH:30][CH:29]=2)[O:33][C:14]=1[NH2:18])#[N:17]. Procedure details: To a mixture of 5-bromoveratraldehyde (980 mg, 4.0 mmol) and malononitrile (246 mg, 4.0 mmol) in ethanol (10 mL) was added piperidine (0.4 mL) and 2,3-diaminophenol (496 mg, 4.0 mmol). The mixture was stirred at room temperature under argon for 2 h then diluted with water (20 mL). The precipitate was filtered to yield brown solid, yielding 1.367 g (85%) of the title compound. 1H NMR (CD3OD): 6.25 (s, 1H), 6.18 25 (s, 1H), 6.34 (d, J=7.8, 1H), 6.10 (d, J=7.8, 1H), 4.43 (s, 1H), 3.68 (s, 3H), 3.64... Reactants: COC(=O)c1ccc(Br)cc1NC(=O)OC(C)(C)C, O=C([O-])[O-], CC(=O)O[Pd]OC(C)=O, Cc1ccccc1, CCOC(C)=O, CC(C)c1cc(C(C)C)c(-c2ccccc2P(C2CCCCC2)C2CCCCC2)c(C(C)C)c1, [Cs+], [Cs+], CC(C)(C)OC(=O)N1CCNCC1, O. Product: COC(=O)c1ccc(N2CCN(C(=O)OC(C)(C)C)CC2)cc1NC(=O)OC(C)(C)C. RXN SMILES: [Br:1][c:2]1[cH:3][c:4]([NH:12][C:13](=[O:14])[O:15][C:16]([CH3:17])([CH3:18])[CH3:19])[c:5]([C:6](=[O:7])[O:8][CH3:9])[cH:10][cH:11]1.[C:67](=[O:68])([O-:69])[O-:70].[C:80]([O:81][Pd:82][O:83][C:84](=[O:85])[CH3:86])(=[O:87])[CH3:88].[CH3:73][c:74]1[cH:75][cH:76][cH:77][cH:78][cH:79]1.[CH3:89][CH2:90][O:91][C:92](=[O:93])[CH3:94].[CH:33]1([P:34]([CH:35]2[CH2:36][CH2:37][CH2:38][CH2:39][CH2:40]2)[c:41]2[cH:42][cH:43][cH:44][cH:45][c:46]2-[c:47]2[c:48]([CH:49]([CH3:50])[CH3:51])[cH:52][c:53]([CH:54]([CH3:55])[CH3:56])[cH:57][c:58]2[CH:59]([CH3:60])[CH3:61])[CH2:62][CH2:63][CH2:64][CH2:65][CH2:66]1.[Cs+:71].[Cs+:72].[N:20]1([C:26](=[O:27])[O:28][C:29]([CH3:30])([CH3:31])[CH3:32])[CH2:21][CH2:22][NH:23][CH2:24][CH2:25]1.[OH2:95]>>[c:2]1([N:23]2[CH2:22][CH2:21][N:20]([C:26](=[O:27])[O:28][C:29]([CH3:30])([CH3:31])[CH3:32])[CH2:25][CH2:24]2)[cH:3][c:4]([NH:12][C:13](=[O:14])[O:15][C:16]([CH3:17])([CH3:18])[CH3:19])[c:5]([C:6](=[O:7])[O:8][CH3:9])[cH:10][cH:11]1. Starting materials: C(C)(C)(C)OC(=O)N1[C@@H]([C@@H](CC1)O[Si](C)(C)C(C)(C)C)[C@H](C(F)(F)F)O ((2R,3R)-3-(tert-Butyl-dimethylsilanyloxy)-2-[(1R)-(2,2,2-trifluoro-1-hydroxyethyl)]pyrrolidine-1-carboxylic acid tert-butyl ester), N(=C=O)C1=C(C(=C(C#N)C=C1)Cl)F (4-Isocyanato-3-fluoro-2-chlorobenzonitrile). The product is ClC1=C(C#N)C=CC(=C1F)N1C(N2[C@H]([C@H]1C(F)(F)F)[C@@H](CC2)O)=O ((1S,7R,7aR)-2-Chloro-4-(7-hydroxy-1-trifluoromethyl-3-oxohexahydro-pyrrolo[1,2-c]imidazol-2-yl)-3-fluorobenzonitrile). RXN SMILES: C(O[C:6]([N:8]1[CH2:12][CH2:11][C@@H:10]([O:13][Si](C(C)(C)C)(C)C)[C@H:9]1[C@@H:21](O)[C:22]([F:25])([F:24])[F:23])=[O:7])(C)(C)C.[N:27]([C:30]1[CH:37]=[CH:36][C:33]([C:34]#[N:35])=[C:32]([Cl:38])[C:31]=1[F:39])=C=O>>[Cl:38][C:32]1[C:31]([F:39])=[C:30]([N:27]2[C@H:21]([C:22]([F:23])([F:24])[F:25])[C@@H:9]3[C@H:10]([OH:13])[CH2:11][CH2:12][N:8]3[C:6]2=[O:7])[CH:37]=[CH:36][C:33]=1[C:34]#[N:35]. Procedure: The title compound was prepared from (2R,3R)-3-(tert-butyl-dimethylsilanyloxy)-2-[(1R)-(2,2,2-trifluoro-1-hydroxyethyl)]pyrrolidine-1-carboxylic acid tert-butyl ester (66A) and 2-chloro-4-isocyanato-3-fluorobenzonitrile (73C) following procedures analogous to those found in Example 72. LCMS: m/z 364[M+H]+ Starting materials: COC(=O)c1cccn2cc(C)nc12, ClC(Cl)Cl, O=C1CCC(=O)N1Cl, [Na+], [Na+], O=C([O-])[O-]. The product is COC(=O)c1cccn2c(Cl)c(C)nc12. As a reaction SMILES: [CH3:1][c:2]1[n:3][c:4]2[n:5]([cH:6][cH:7][cH:8][c:9]2[C:10](=[O:11])[O:12][CH3:13])[cH:14]1.[CH:29]([Cl:30])([Cl:31])[Cl:32].[Cl:15][N:16]1[C:17](=[O:18])[CH2:19][CH2:20][C:21]1=[O:22].[Na+:23].[Na+:24].[O-:25][C:26](=[O:27])[O-:28]>>[CH3:1][c:2]1[n:3][c:4]2[n:5]([cH:6][cH:7][cH:8][c:9]2[C:10](=[O:11])[O:12][CH3:13])[c:14]1[Cl:15]. Starting materials: Cn1c(=O)[nH]c2ccnc(Br)c21, CCC=C(CC)B1Oc2ccccc2O1, Cc1ccccc1, [Na+], [Na+], O=C([O-])[O-]. Yields the product CCC=C(CC)c1nccc2[nH]c(=O)n(C)c12. RXN SMILES: [Br:1][c:2]1[n:3][cH:4][cH:5][c:6]2[c:7]1[n:8]([CH3:12])[c:9](=[O:11])[nH:10]2.[CH3:19][CH2:20][C:21](=[CH:22][CH2:23][CH3:24])[B:25]1[O:26][c:27]2[cH:28][cH:29][cH:30][cH:31][c:32]2[O:33]1.[CH3:34][c:35]1[cH:36][cH:37][cH:38][cH:39][cH:40]1.[Na+:13].[Na+:14].[O-:15][C:16](=[O:17])[O-:18]>>[c:2]1([C:21]([CH2:20][CH3:19])=[CH:22][CH2:23][CH3:24])[n:3][cH:4][cH:5][c:6]2[c:7]1[n:8]([CH3:12])[c:9](=[O:11])[nH:10]2.